This data is from the Open Reaction Database (ORD), a public repository of structured organic reaction records. The task is: describe an organic reaction: reactants, conditions, products, and yield Starting materials: [Si](C1=CC=CC=C1)(C1=CC=CC=C1)(C(C)(C)C)OC[C@H](CC)N1C(CC[C@@H]([C@H]1C1=NC=C(C=C1)Cl)C1=CC(=CC=C1)Cl)=O ((5R,6S)-1-((S)-1-(tert-butyldiphenylsilyloxy)butan-2-yl)-5-(3-chlorophenyl)-6-(5-chloropyridin-2-yl)piperidin-2-one), CI (methyl iodide). Reaction conditions: temperature 0 celsius, time 1.5 hour. The product is [Si](C1=CC=CC=C1)(C1=CC=CC=C1)(C(C)(C)C)OC[C@H](CC)N1C(C(C[C@@H]([C@H]1C1=NC=C(C=C1)Cl)C1=CC(=CC=C1)Cl)C)=O ((5R,6S)-1-((S)-1-(tert-butyldiphenylsilyloxy)butan-2-yl)-5-(3-chlorophenyl)-6-(5-chloropyridin-2-yl)-3-methylpiperidin-2-one). Reaction SMILES: [Si:1]([O:18][CH2:19][C@@H:20]([N:23]1[C@H:28]([C:29]2[CH:34]=[CH:33][C:32]([Cl:35])=[CH:31][N:30]=2)[C@@H:27]([C:36]2[CH:41]=[CH:40][CH:39]=[C:38]([Cl:42])[CH:37]=2)[CH2:26][CH2:25][C:24]1=[O:43])[CH2:21][CH3:22])([C:14]([CH3:17])([CH3:16])[CH3:15])([C:8]1[CH:13]=[CH:12][CH:11]=[CH:10][CH:9]=1)[C:2]1[CH:7]=[CH:6][CH:5]=[CH:4][CH:3]=1.[CH3:44]I>>[Si:1]([O:18][CH2:19][C@@H:20]([N:23]1[C@H:28]([C:29]2[CH:34]=[CH:33][C:32]([Cl:35])=[CH:31][N:30]=2)[C@@H:27]([C:36]2[CH:41]=[CH:40][CH:39]=[C:38]([Cl:42])[CH:37]=2)[CH2:26][CH:25]([CH3:44])[C:24]1=[O:43])[CH2:21][CH3:22])([C:14]([CH3:17])([CH3:16])[CH3:15])([C:8]1[CH:13]=[CH:12][CH:11]=[CH:10][CH:9]=1)[C:2]1[CH:7]=[CH:6][CH:5]=[CH:4][CH:3]=1. Procedure: To a −78° C. solution of 3.19 g (5.05 mmol) of (5R,6S)-1-((S)-1-(tert-butyldiphenylsilyloxy)butan-2-yl)-5-(3-chlorophenyl)-6-(5-chloropyridin-2-yl)piperidin-2-one (Example 121, Step I) and 347 μL (5.55 mmol) of methyl iodide in dry, degassed THF (40 mL) was added 6.82 mL (6.82 mmol) of a 1 M solution of lithium bis(trimethylsilyl)amide in THF slowly via syringe over 2 min. The yellow solution was warmed to 0° C. and stirred for 1.5 h, and then was warmed to room temperature and stirred for an ad... Product: C1(CCCCC1)C1C(N(CC1)CC1=C(C=C(C=C1Cl)OC)Cl)=O (3-Cyclohexyl-1-(2,6-dichloro-4-methoxy-benzyl)-pyrrolidin-2-one). Isolated yield 79.3%. The reactants are BrCCC(C(=O)NCC1=C(C=C(C=C1Cl)OC)Cl)C1CCCCC1 (4-bromo-2-cyclohexyl-N-(2,6-dichloro-4-methoxy-benzyl)-butyramide), C(C)(C)N(CC)C(C)C (diisopropyl ethyl amine). As a reaction SMILES: Br[CH2:2][CH2:3][CH:4]([CH:19]1[CH2:24][CH2:23][CH2:22][CH2:21][CH2:20]1)[C:5]([NH:7][CH2:8][C:9]1[C:14]([Cl:15])=[CH:13][C:12]([O:16][CH3:17])=[CH:11][C:10]=1[Cl:18])=[O:6].C(N(C(C)C)CC)(C)C>C1COCC1.C(OC(=O)C)C>[CH:19]1([CH:4]2[CH2:3][CH2:2][N:7]([CH2:8][C:9]3[C:14]([Cl:15])=[CH:13][C:12]([O:16][CH3:17])=[CH:11][C:10]=3[Cl:18])[C:5]2=[O:6])[CH2:24][CH2:23][CH2:22][CH2:21][CH2:20]1. Solvent: C(C)OC(C)=O (ethylacetate), C1CCOC1 (THF). Procedure details: Treat a solution of 4-bromo-2-cyclohexyl-N-(2,6-dichloro-4-methoxy-benzyl)-butyramide (2.0 g, 4.6 mmol) in THF (30 mL) with diisopropyl ethyl amine (1.19 g, 9.19 mmol) at 40° C. for 12 hours and at reflux for 6 hours. Cool the reaction, dilute with ethylacetate and wash with HCl (1N) and water. After drying the organic layer over sodium sulfate, filtrate and concentrate under vacuum. Purify the residue by silica gel chromatography with 1:4 ethyl acetate:hexane to afford 1.3 g (80%) of the title ... Starting materials: C(C1=CC=CC=C1)SC=1C=CC(=C(C1)/C=C/C(=O)OCC)NC1=C(C=C(C(=C1)C#N)Br)OC ((E)-ethyl 3-(5-(benzylthio)-2-((4-bromo-5-cyano-2-methoxyphenyl)amino)phenyl)acrylate), CO (MeOH), C[O-].[Na+] (Sodium methoxide). The solvent is C(Cl)Cl (DCM). Run at temperature 80 celsius. Yields the product C(C1=CC=CC=C1)SC=1C=C2C=CC(N(C2=CC1)C=1C(=CC(=C(C#N)C1)Br)OC)=O (5-(6-(benzylthio)-2-oxoquinolin-1(2H)-yl)-2-bromo-4-methoxybenzonitrile). Isolated yield 90.9%. Reaction SMILES: [CH2:1]([S:8][C:9]1[CH:10]=[CH:11][C:12]([NH:22][C:23]2[CH:28]=[C:27]([C:29]#[N:30])[C:26]([Br:31])=[CH:25][C:24]=2[O:32][CH3:33])=[C:13](/[CH:15]=[CH:16]/[C:17]([O:19]CC)=O)[CH:14]=1)[C:2]1[CH:7]=[CH:6][CH:5]=[CH:4][CH:3]=1.CO.C[O-].[Na+]>C(Cl)Cl>[CH2:1]([S:8][C:9]1[CH:14]=[C:13]2[C:12](=[CH:11][CH:10]=1)[N:22]([C:23]1[C:24]([O:32][CH3:33])=[CH:25][C:26]([Br:31])=[C:27]([CH:28]=1)[C:29]#[N:30])[C:17](=[O:19])[CH:16]=[CH:15]2)[C:2]1[CH:3]=[CH:4][CH:5]=[CH:6][CH:7]=1 |f:2.3|. Procedure details: A RBF was charged with (E)-ethyl 3-(5-(benzylthio)-2-((4-bromo-5-cyano-2-methoxyphenyl)amino)phenyl)acrylate (963 mg, 1.840 mmol) and MeOH (9199 μl) to give a thick, yellow suspension. Sodium methoxide (25 wt % in MeOH) (80 μl, 0.368 mmol) was added. A reflux condenser was attached, and the flask was heated to 80° C. overnight. In the morning, the mixture was diluted with DCM and concentrated. The residue was taken up in 2-PrOH, heated briefly to boiling, then sonicated for 20 s. The mixture was... The reactants are C=CCBr, CN(C)C=O, CCCNC(=O)C(C)=Cc1ccc2[nH]cc(Cc3ccc(C(=O)OC)cc3OC)c2c1, Cl, [H-], [Na+], O. The product is C=CCn1cc(Cc2ccc(C(=O)OC)cc2OC)c2cc(C=C(C)C(=O)NCCC)ccc21. Reaction SMILES: [CH2:34]([CH:35]=[CH2:36])[Br:37].[CH3:39][N:40]([CH3:41])[CH:42]=[O:43].[CH3:3][O:4][c:5]1[cH:6][c:7]([C:8](=[O:9])[O:10][CH3:11])[cH:12][cH:13][c:14]1[CH2:15][c:16]1[cH:17][nH:18][c:19]2[cH:20][cH:21][c:22]([CH:25]=[C:26]([CH3:27])[C:28]([NH:29][CH2:30][CH2:31][CH3:32])=[O:33])[cH:23][c:24]12.[ClH:38].[H-:1].[Na+:2].[OH2:44]>>[CH3:3][O:4][c:5]1[cH:6][c:7]([C:8](=[O:9])[O:10][CH3:11])[cH:12][cH:13][c:14]1[CH2:15][c:16]1[cH:17][n:18]([CH2:36][CH:35]=[CH2:34])[c:19]2[cH:20][cH:21][c:22]([CH:25]=[C:26]([CH3:27])[C:28]([NH:29][CH2:30][CH2:31][CH3:32])=[O:33])[cH:23][c:24]12. Reactants: Cc1ccccc1-c1cccc2[nH]c3c(c12)CCN(C(=O)OC(C)(C)C)CC3, Cl, C1COCCO1. Product: Cc1ccccc1-c1cccc2[nH]c3c(c12)CCNCC3, Cl. Reaction SMILES: [CH3:1][c:2]1[c:3](-[c:8]2[c:9]3[c:10]4[c:11]([nH:12][c:13]3[cH:14][cH:15][cH:16]2)[CH2:17][CH2:18][N:19]([C:22]([O:23][C:24]([CH3:25])([CH3:26])[CH3:27])=[O:28])[CH2:20][CH2:21]4)[cH:4][cH:5][cH:6][cH:7]1.[ClH:29].[O:30]1[CH2:31][CH2:32][O:33][CH2:34][CH2:35]1>>[CH3:1][c:2]1[c:3](-[c:8]2[c:9]3[c:10]4[c:11]([nH:12][c:13]3[cH:14][cH:15][cH:16]2)[CH2:17][CH2:18][NH:19][CH2:20][CH2:21]4)[cH:4][cH:5][cH:6][cH:7]1.[ClH:29]. Starting materials: COC1=C(N)C=C(C(=C1)S(=O)(=O)N(C)C)OC (2,5-dimethoxy-4-[dimethylaminosulphonyl]aniline), C(C)(C)(C)C1=NC(=CC=C1)C(C)(C)C (2,6-di-t-butylpyridine), C(C(=O)Cl)(=O)Cl (Oxalyl chloride), ClC1=C(C=CC(=C1Cl)S(=O)(=O)N1CCC(CC1)O)NC([C@@](C(F)(F)F)(C)O)=O ((R)-N-[2,3-Dichloro-4-(4-hydroxypiperidin-1-ylsulphonyl)phenyl]-3,3,3-trifluoro-2-hydroxy-2-methylpropanamide). The reagents and catalysts are CN(C)C=O (DMF). The solvent is ClCCl (Dichloromethane), C(Cl)Cl (DCM). Reaction conditions: time 8 hour. Yields the product COC1=C(C=C(C(=C1)S(=O)(=O)N(C)C)OC)NC([C@@](C(F)(F)F)(C)O)=O ((R)-N-(2,5-Dimethoxy-4-[dimethylaminosulphonyl]phenyl)-3,3,3-trifluoro-2-hydroxy-2-methylpropanamide). The yield is 68.8%. RXN SMILES: C(Cl)(=O)C(Cl)=O.ClC1C(Cl)=C(S(N2CCC(O)CC2)(=O)=O)C=CC=1N[C:26](=[O:34])[C@:27]([OH:33])([CH3:32])[C:28]([F:31])([F:30])[F:29].[CH3:35][O:36][C:37]1[CH:43]=[C:42]([S:44]([N:47]([CH3:49])[CH3:48])(=[O:46])=[O:45])[C:41]([O:50][CH3:51])=[CH:40][C:38]=1[NH2:39].C(C1C=CC=C(C(C)(C)C)N=1)(C)(C)C>C(Cl)Cl.CN(C=O)C>[CH3:35][O:36][C:37]1[CH:43]=[C:42]([S:44]([N:47]([CH3:49])[CH3:48])(=[O:46])=[O:45])[C:41]([O:50][CH3:51])=[CH:40][C:38]=1[NH:39][C:26](=[O:34])[C@:27]([OH:33])([CH3:32])[C:28]([F:31])([F:30])[F:29]. Procedure: Oxalyl chloride (0.15 ml, 1.8 mmol) was added to a stirred suspension of (R)-(+)-2-hydroxy-2-methyl-3,3,3-trifluoropropanoic acid (0.18 g, 1.15 mmol) (Method 3) in DCM (10 ml) containing DMF (1 drop). The mixture was stirred at ambient temperature overnight, then 2,5-dimethoxy-4-[dimethylaminosulphonyl]aniline (200 mg, 0.77 mmol)‡ and 2,6-di-t-butylpyridine (0.19 ml, 0.9 mmol) was added and the resulting mixture stirred a further 2 hours at room temperature. Dichloromethane (25 ml) was added and...